This data is from the Open Reaction Database (ORD), a public repository of structured organic reaction records. The task is: describe an organic reaction: reactants, conditions, products, and yield Starting materials: O (Water), CC1(OC[C@H](O1)CCO)C ((R)-2,2-dimethyl-1,3-dioxolane-4-ethanol), [H-].[Na+] (sodium hydride), ClC1=C2C(=NC(=N1)SC)NN=C2C2=C(C=CC=C2)Cl (4-Chloro-3-(2-chloro-phenyl)-6-methylsulfanyl-1H-pyrazolo[3,4-d]pyrimidine). The solvent is C(C)(=O)OCC (ethyl acetate), O1CCOCC1 (dioxane). Conditions: time 10 minute. Product: ClC1=C(C=CC=C1)C1=NNC2=NC(=NC(=C21)OCC2OC(OC2)(C)C)SC (3-(2-Chloro-phenyl)-4-(2,2-dimethyl-[1,3]dioxolan-4-ylmethoxy)-6-methylsulfanyl-1H-pyrazolo[3,4-d]pyrimidine). Reaction SMILES: [CH3:1][C:2]1([CH3:10])[O:6][C@H:5]([CH2:7]CO)[CH2:4][O:3]1.[H-].[Na+].Cl[C:14]1[N:19]=[C:18]([S:20][CH3:21])[N:17]=[C:16]2[NH:22][N:23]=[C:24]([C:25]3[CH:30]=[CH:29][CH:28]=[CH:27][C:26]=3[Cl:31])[C:15]=12.[OH2:32]>O1CCOCC1.C(OCC)(=O)C>[Cl:31][C:26]1[CH:27]=[CH:28][CH:29]=[CH:30][C:25]=1[C:24]1[C:15]2[C:16](=[N:17][C:18]([S:20][CH3:21])=[N:19][C:14]=2[O:32][CH2:7][CH:5]2[CH2:4][O:3][C:2]([CH3:1])([CH3:10])[O:6]2)[NH:22][N:23]=1 |f:1.2|. Procedure details: To (R)-2,2-dimethyl-1,3-dioxolane-4-ethanol (2.12 g) in 10 mL dioxane was added sodium hydride (0.656 g) at 0° C. The resulting mixture was stirred for 10 minutes, and then 4-Chloro-3-(2-chloro-phenyl)-6-methylsulfanyl-1H-pyrazolo[3,4-d]pyrimidine (1.0 g, 3.213 mmol) was added. The reaction mixture was heated to reflux for one hour, then cooled to room temperature. Water (150 mL) and ethyl acetate (300 mL) was added, and the layers separated. The aqueous layer was washed four times with ethyl ac...